This data is from the Open Reaction Database (ORD), a public repository of structured organic reaction records. The task is: describe an organic reaction: reactants, conditions, products, and yield The reactants are CC(=O)O[BH-](OC(C)=O)OC(C)=O, O=Cc1ccc(-c2cc3c(Nc4ccc(OCc5ccccc5)cc4)ncnc3cc2F)o1, CS(=O)(=O)CCN, CC(=O)O, CCN(C(C)C)C(C)C, ClCCCl, Cl, [Na+]. Yields the product CS(=O)(=O)CCNCc1ccc(-c2cc3c(Nc4ccc(OCc5ccccc5)cc4)ncnc3cc2F)o1. Reaction SMILES: [C:51]([O:52][BH-:53]([O:54][C:55](=[O:56])[CH3:57])[O:58][C:59](=[O:60])[CH3:61])(=[O:62])[CH3:63].[CH2:2]([c:3]1[cH:4][cH:5][cH:6][cH:7][cH:8]1)[O:9][c:10]1[cH:11][cH:12][c:13]([NH:16][c:17]2[n:18][cH:19][n:20][c:21]3[cH:22][c:23]([F:34])[c:24](-[c:27]4[cH:28][cH:29][c:30]([CH:32]=[O:33])[o:31]4)[cH:25][c:26]23)[cH:14][cH:15]1.[CH3:44][S:45](=[O:46])(=[O:47])[CH2:48][CH2:49][NH2:50].[CH3:69][C:70](=[O:71])[OH:72].[CH:35]([N:36]([CH:37]([CH3:38])[CH3:39])[CH2:40][CH3:41])([CH3:42])[CH3:43].[Cl:65][CH2:66][CH2:67][Cl:68].[ClH:1].[Na+:64]>>[CH2:2]([c:3]1[cH:4][cH:5][cH:6][cH:7][cH:8]1)[O:9][c:10]1[cH:11][cH:12][c:13]([NH:16][c:17]2[n:18][cH:19][n:20][c:21]3[cH:22][c:23]([F:34])[c:24](-[c:27]4[cH:28][cH:29][c:30]([CH2:32][NH:50][CH2:49][CH2:48][S:45]([CH3:44])(=[O:46])=[O:47])[o:31]4)[cH:25][c:26]23)[cH:14][cH:15]1. The reactants are CCOC(C)OCC#CC(O)c1ccc(SC)cc1, ClCCl. Product: CCOC(C)OCC#CC(=O)c1ccc(SC)cc1. RXN SMILES: [CH2:1]([CH3:2])[O:3][CH:4]([CH3:5])[O:6][CH2:7][C:8]#[C:9][CH:10]([OH:11])[c:12]1[cH:13][cH:14][c:15]([S:18][CH3:19])[cH:16][cH:17]1.[CH2:20]([Cl:21])[Cl:22]>>[CH2:1]([CH3:2])[O:3][CH:4]([CH3:5])[O:6][CH2:7][C:8]#[C:9][C:10](=[O:11])[c:12]1[cH:13][cH:14][c:15]([S:18][CH3:19])[cH:16][cH:17]1. Reactants: CC1=C(C=CC=C1)NCC1=C(C2=CC=CC=C2C=C1)C1=CC=CC(=N1)C=O (6-(2-{[(2-methylphenyl)amino]methyl}-1-naphthyl) pyridine-2-carbaldehyde), C(C)(C)C1=C(N)C(=CC=C1)C(C)C (2,6-diisopropylaniline). Solvent: C(C)O (ethanol). Yields the product C(C)(C)C1=C(C(=CC=C1)C(C)C)N=CC1=NC(=CC=C1)C1=C(C=CC2=CC=CC=C12)CNC1=C(C=CC=C1)C ((2,6-Diisopropylphenyl){ [6-(2-{ [(2-methylphenyl)amino]methyl}-1-naphthyl)pyridin-2-yl]methylene}amine). RXN SMILES: [CH3:1][C:2]1[CH:7]=[CH:6][CH:5]=[CH:4][C:3]=1[NH:8][CH2:9][C:10]1[CH:19]=[CH:18][C:17]2[C:12](=[CH:13][CH:14]=[CH:15][CH:16]=2)[C:11]=1[C:20]1[N:25]=[C:24]([CH:26]=O)[CH:23]=[CH:22][CH:21]=1.[CH:28]([C:31]1[CH:37]=[CH:36][CH:35]=[C:34]([CH:38]([CH3:40])[CH3:39])[C:32]=1[NH2:33])([CH3:30])[CH3:29]>C(O)C>[CH:38]([C:34]1[CH:35]=[CH:36][CH:37]=[C:31]([CH:28]([CH3:30])[CH3:29])[C:32]=1[N:33]=[CH:26][C:24]1[CH:23]=[CH:22][CH:21]=[C:20]([C:11]2[C:12]3[C:17](=[CH:16][CH:15]=[CH:14][CH:13]=3)[CH:18]=[CH:19][C:10]=2[CH2:9][NH:8][C:3]2[CH:4]=[CH:5][CH:6]=[CH:7][C:2]=2[CH3:1])[N:25]=1)([CH3:40])[CH3:39]. Procedure: A mixture of 1.50 g (4.26 mmol) of 6-(2-{[(2-methylphenyl)amino]methyl}-1-naphthyl) pyridine-2-carbaldehyde and 0.75 g (4.26 mmol) of 2,6-diisopropylaniline in 15 ml of dry ethanol was refluxed for 3 h. Crystals precipitated from this mixture at 0° C. were collected, washed by 3×5 ml of cold ethanol, and dried in vacuum. Yield 1.92 g (88%) of yellowish crystalline solid. Anal. calc. for C36H37N3: C, 84.50; H, 7.29; N, 8.21. Found: C, 84.73; H, 7.41; N, 8.02. 1H NMR (CDCl3): 8.35 (m, 1H, 8-H in n...